From a dataset of the Open Reaction Database (ORD), a public repository of structured organic reaction records. describe an organic reaction: reactants, conditions, products, and yield Reactants: N1=C(C=CC=C1)C=1C(=C2N(N1)CCC2)C2=CC=NC1=CC(=CC=C21)O (4-(2-pyridin-2-yl-5,6-dihydro-4H-pyrrolo[1,2-b]pyrazol-3-yl)-quinolin-7-ol), OC[C@H]1CCC(N1)=O ((R)-(−)-5-(hydroxymethyl)-2-pyrrolidinone), CS(=O)(=O)Cl (methansulfonyl chloride). Solvent: CN(C=O)C (N,N-dimethylformamide), CN(C=O)C (N,N-dimethylformamide). Reaction conditions: temperature 60 celsius, time 16 hour. The product is N1=C(C=CC=C1)C=1C(=C2N(N1)CCC2)C2=CC=NC1=CC(=CC=C21)OCC2CCC(N2)=O (5-[4-(2-Pyridin-2-yl-5,6-dihydro-4H-pyrrolo[1,2-b]pyrazol-3-yl)-quinolin-7-yloxymethyl]-pyrrolidin-2-one). Reaction SMILES: [OH:1][CH2:2][C@@H:3]1[NH:7][C:6](=[O:8])[CH2:5][CH2:4]1.CS(Cl)(=O)=O.[N:14]1[CH:19]=[CH:18][CH:17]=[CH:16][C:15]=1[C:20]1[C:21]([C:28]2[C:37]3[C:32](=[CH:33][C:34](O)=[CH:35][CH:36]=3)[N:31]=[CH:30][CH:29]=2)=[C:22]2[CH2:27][CH2:26][CH2:25][N:23]2[N:24]=1>CN(C)C=O>[N:14]1[CH:19]=[CH:18][CH:17]=[CH:16][C:15]=1[C:20]1[C:21]([C:28]2[C:37]3[C:32](=[CH:33][C:34]([O:1][CH2:2][CH:3]4[NH:7][C:6](=[O:8])[CH2:5][CH2:4]4)=[CH:35][CH:36]=3)[N:31]=[CH:30][CH:29]=2)=[C:22]2[CH2:27][CH2:26][CH2:25][N:23]2[N:24]=1. Reported procedure: A solution of (R)-(−)-5-(hydroxymethyl)-2-pyrrolidinone (315 mg, 2.74 mmol) in N,N-dimethylformamide (3 mL) is treated with methansulfonyl chloride (320 mg, 2.74 mmol) and heated at 60° C. for 5 h. The reaction mixture is diluted with N,N-dimethylformamide (1 mL) and 4-(2-pyridin-2-yl-5,6-dihydro-4H-pyrrolo[1,2-b]pyrazol-3-yl)-quinolin-7-ol (200 mg, 0.91 mmol) added. The mixture is stirred at 60° C. for additional 16 h, cooled to room temperature, and partitioned between ethyl acetate and water.... Reactants: C1CC2=CC=CC=C2C(=O)C1 (α-tetralone), CN(CCCOC1=CC=C(C=O)C=C1)C (4-(3-dimethylaminopropoxy)benzaldehyde), [OH-].[K+] (potassium hydroxide). Solvent: C(C)O (ethanol), C(C)O (ethanol). Run at time 16 hour. Product: CN(CCCOC1=CC=C(C=C1)C=C1C(C2=CC=CC=C2CC1)=O)C (2-[[4-[3-(Dimethylamino)propoxy]phenyl]methylene]-3,4-dihydro-1(2H)-naphthalenone). The yield is 75.9%. Reaction SMILES: [CH2:1]1[CH2:11][C:9](=[O:10])[C:8]2[C:3](=[CH:4][CH:5]=[CH:6][CH:7]=2)[CH2:2]1.[CH3:12][N:13]([CH3:26])[CH2:14][CH2:15][CH2:16][O:17][C:18]1[CH:25]=[CH:24][C:21]([CH:22]=O)=[CH:20][CH:19]=1.[OH-].[K+]>C(O)C>[CH3:26][N:13]([CH3:12])[CH2:14][CH2:15][CH2:16][O:17][C:18]1[CH:19]=[CH:20][C:21]([CH:22]=[C:11]2[CH2:1][CH2:2][C:3]3[C:8](=[CH:7][CH:6]=[CH:5][CH:4]=3)[C:9]2=[O:10])=[CH:24][CH:25]=1 |f:2.3|. Procedure: A stirred solution of 50 g of α-tetralone and 70 g of 4-(3-dimethylaminopropoxy)benzaldehyde in 275 ml of ethanol is cooled to -20° C. and treated with 2.0 g of potassium hydroxide dissolved in 50 ml of ethanol. The cooling bath is removed and after standing for about 16 hours at room temperature the reaction mixture (some product has separated) is added to 1.2 liters of cold water. The material is extracted with 3:1 ether-dichloromethane (five 300 ml portions), the combined extracts are dried o... Reactants: OCCN1CCNCC1 (1-(2-hydroxyethyl)piperazine), C(C)(=O)O (acetic acid), C(C)(=O)O[BH-](OC(C)=O)OC(C)=O.[Na+] (sodium triacetoxyborohydride), Cl (hydrochloric acid), C(C)C1=C2CNC(C2=C(C=C1)C=1N(C2=CC=C(C=C2C1)C=O)C(=O)OC(C)(C)C)=O (4-ethyl-7-[1-(tert-butoxycarbonyl)-5-formylindol-2-yl]isoindolinone). The solvent is C(C)#N (acetonitrile). Product: C(C)C1=C2CNC(C2=C(C=C1)C=1N(C2=CC=C(C=C2C1)CN1CCN(CC1)CCO)C(=O)OC(C)(C)C)=O (4-ethyl-7-{1-(tert-butoxycarbonyl)-5-[4-(2-hydroxyethyl)pyperazin-1-ylmethyl]indol-2-yl}isoindolinone). The yield is 90.6%. As a reaction SMILES: [CH2:1]([C:3]1[CH:11]=[CH:10][C:9]([C:12]2[N:13]([C:23]([O:25][C:26]([CH3:29])([CH3:28])[CH3:27])=[O:24])[C:14]3[C:19]([CH:20]=2)=[CH:18][C:17]([CH:21]=O)=[CH:16][CH:15]=3)=[C:8]2[C:4]=1[CH2:5][NH:6][C:7]2=[O:30])[CH3:2].[OH:31][CH2:32][CH2:33][N:34]1[CH2:39][CH2:38][NH:37][CH2:36][CH2:35]1.C(O)(=O)C.C(O[BH-](OC(=O)C)OC(=O)C)(=O)C.[Na+].Cl>C(#N)C>[CH2:1]([C:3]1[CH:11]=[CH:10][C:9]([C:12]2[N:13]([C:23]([O:25][C:26]([CH3:29])([CH3:28])[CH3:27])=[O:24])[C:14]3[C:19]([CH:20]=2)=[CH:18][C:17]([CH2:21][N:37]2[CH2:38][CH2:39][N:34]([CH2:33][CH2:32][OH:31])[CH2:35][CH2:36]2)=[CH:16][CH:15]=3)=[C:8]2[C:4]=1[CH2:5][NH:6][C:7]2=[O:30])[CH3:2] |f:3.4|. Reported procedure: In a similar manner to Step 2 of Example 6, 4-ethyl-7-[1-(tert-butoxycarbonyl)-5-formylindol-2-yl]isoindolinone (87.6 mg, 0.217 mmol) was dissolved in acetonitrile (7 mL), and the solution was treated with 1-(2-hydroxyethyl)piperazine (113 mg, 0.868 mmol), acetic acid (0.248 mL, 4.34 mmol) and sodium triacetoxyborohydride (184 mg, 0.868 mmol). The reaction mixture was added with 1 mol/L hydrochloric acid and extracted with ethyl acetate. The organic layer was washed with sodium carbonate and sat...